From a dataset of the Open Reaction Database (ORD), a public repository of structured organic reaction records. describe an organic reaction: reactants, conditions, products, and yield The reactants are C(C1=CC=CC=C1)NC(CC(CBr)=O)=O (N-benzyl-4-bromo-3-oxobutanamide), C(C1=CC=CC=C1)NC(CC(CBr)=O)=O (N-benzyl-4-bromo-3-oxobutanamide), C(=O)[O-].[K+] (potassium formate). Run in CO (methanol). Run at temperature -10 celsius, time 1.5 hour. Yields the product C(C1=CC=CC=C1)NC(CC(CO)=O)=O (N-benzyl-4-hydroxy-3-oxobutanamide). Yield: 54.6%. Reaction SMILES: [CH2:1]([NH:8][C:9](=[O:15])[CH2:10][C:11](=[O:14])[CH2:12]Br)[C:2]1[CH:7]=[CH:6][CH:5]=[CH:4][CH:3]=1.C([O-])=[O:17].[K+]>CO>[CH2:1]([NH:8][C:9](=[O:15])[CH2:10][C:11](=[O:14])[CH2:12][OH:17])[C:2]1[CH:7]=[CH:6][CH:5]=[CH:4][CH:3]=1 |f:1.2|. Reported procedure: N-benzyl-4-bromo-3-oxobutanamide (compound B 50 g, 185.1 mmol) was dissolved in methanol (400 ml), and potassium formate (31.14 g, 370.2 mmol) was added. The resulting mixture was heated under reflux for 2 hours. Methanol was removed by distillation under reduced pressure; the residue was taken up into ethyl acetate (250 ml) under reflux, filtered hot, the filter cake washed with warm ethyl acetate (100 ml). The combined filtrate was cooled to −10° C., aged for 1.5 hours. The precipitate was col... Starting materials: FC(C(=O)O)(F)F (Trifluoroacetic acid), OC1CN(CC1)C=1C=C(C=C(C(=O)OC)C1)C(=O)OC (dimethyl 5-(3-hydroxypyrrolidin-1-yl)isophthalate), N1=CC=CC=C1 (pyridine), CS(=O)C (DMSO), C1(CCCCC1)N=C=NC1CCCCC1 (1,3-dicyclohexylcarbodiimide). Solvent: C1=CC=CC=C1 (benzene), CCOCC.O (Et2O H2O). Run at time 8 hour. Product: O=C1CN(CC1)C=1C=C(C=C(C(=O)OC)C1)C(=O)OC (dimethyl 5-(3-oxopyrrolidin-1-yl)isophthalate). The yield is 45.9%. RXN SMILES: FC(F)(F)C(O)=O.[OH:8][CH:9]1[CH2:13][CH2:12][N:11]([C:14]2[CH:15]=[C:16]([C:24]([O:26][CH3:27])=[O:25])[CH:17]=[C:18]([CH:23]=2)[C:19]([O:21][CH3:22])=[O:20])[CH2:10]1.N1C=CC=CC=1.CS(C)=O.C1(N=C=NC2CCCCC2)CCCCC1>C1C=CC=CC=1.CCOCC.O>[O:8]=[C:9]1[CH2:13][CH2:12][N:11]([C:14]2[CH:23]=[C:18]([C:19]([O:21][CH3:22])=[O:20])[CH:17]=[C:16]([CH:15]=2)[C:24]([O:26][CH3:27])=[O:25])[CH2:10]1 |f:6.7|. Reported procedure: Trifluoroacetic acid (0.061 ml, 0.091 g, 0.794 mmol, 0.5 eq) was added dropwise to a stirred solution of dimethyl 5-(3-hydroxypyrrolidin-1-yl)isophthalate (0.4434 g, 1.59 mmol, 1 eq), anhydrous pyridine (0.135 ml, 0.13 g, 1.67 mmol, 1.05 eq), anhydrous DMSO (0.124 ml, 0.13 g, 1.67 mmol, 1.05 eq), and 1,3-dicyclohexylcarbodiimide (0.655 g, 3.18 mmol, 2 eq) in 5 ml anhydrous benzene at ° C. under Ar. After stirring at 0° C. to room temperature overnight the reaction was diluted with Et2O/H2O and s... Starting materials: CN(C)C=O (DMF), C([O-])([O-])=O.[Cs+].[Cs+] (Cesium carbonate), N1N=NC=C1 (1H-1,2,3-triazole), ClC1=NC=CC(=C1)N (2-chloropyridin-4-amine). Run in O (Water). Conditions: temperature 180 celsius, time 6 hour. Product: N=1N(N=CC1)C1=NC=CC(=C1)N (2-(2H-1,2,3-triazol-2-yl)pyridin-4-amine), N1(N=NC=C1)C1=NC=CC(=C1)N (2-(1H-1,2,3-triazol-1-yl)pyridin-4-amine). RXN SMILES: C(=O)([O-])[O-].[Cs+].[Cs+].[NH:7]1[CH:11]=[CH:10][N:9]=[N:8]1.CN(C=O)C.Cl[C:18]1[CH:23]=[C:22]([NH2:24])[CH:21]=[CH:20][N:19]=1>O>[N:7]1[N:8]([C:18]2[CH:23]=[C:22]([NH2:24])[CH:21]=[CH:20][N:19]=2)[N:9]=[CH:10][CH:11]=1.[N:7]1([C:18]2[CH:23]=[C:22]([NH2:24])[CH:21]=[CH:20][N:19]=2)[CH:11]=[CH:10][N:9]=[N:8]1 |f:0.1.2|. Procedure details: Cesium carbonate (1.9 g) and 1H-1,2,3-triazole (540 mg) were added to a tube containing a DMF (2 ml) solution containing 2-chloropyridin-4-amine (500 mg) and the tube was sealed, followed by stirring at 180° C. for 6 hours. Water was added to the reaction solution, followed by extraction with ethyl acetate. The resultant was washed with saturated saline and dried over anhydrous sodium sulfate. Subsequently, the solvent was distilled away under reduced pressure. The obtained residue was purified ... Starting materials: Cl.ClCCNCCCl (Bis(2-chloroethyl)amine hydrochloride), [I-].[Na+] (sodium iodide), C(C1=CC=CC=C1)N1CCN(CC1)C1=CC=C(N)C=C1 (4-(4-benzyl-1-piperazinyl)aniline). Solvent: CO (methanol). Conditions: time 13 hour. Yields the product C(C1=CC=CC=C1)N1CCN(CC1)C1=CC=C(C=C1)N1CCNCC1 (4-(4-benzyl-1-piperazinyl)-1-(1-piperazinyl)benzene). Isolated yield 76.8%. As a reaction SMILES: Cl.Cl[CH2:3][CH2:4][NH:5][CH2:6][CH2:7]Cl.[I-].[Na+].[CH2:11]([N:18]1[CH2:23][CH2:22][N:21]([C:24]2[CH:30]=[CH:29][C:27]([NH2:28])=[CH:26][CH:25]=2)[CH2:20][CH2:19]1)[C:12]1[CH:17]=[CH:16][CH:15]=[CH:14][CH:13]=1>CO>[CH2:11]([N:18]1[CH2:19][CH2:20][N:21]([C:24]2[CH:25]=[CH:26][C:27]([N:28]3[CH2:7][CH2:6][NH:5][CH2:4][CH2:3]3)=[CH:29][CH:30]=2)[CH2:22][CH2:23]1)[C:12]1[CH:13]=[CH:14][CH:15]=[CH:16][CH:17]=1 |f:0.1,2.3|. Procedure details: Bis(2-chloroethyl)amine hydrochloride (534 mg; 3.0 mmol) and sodium iodide (3.0 g; 20 mmol) were added to a solution in methanol (20 ml) of 4-(4-benzyl-1-piperazinyl)aniline (1.1 g; 4.1 mmol) synthesized by the above process, and the mixture was stirred for 13 hours in a bath controlled at 70° C. The reaction mixture was concentrated under reduced pressure, and a 5% aqueous solution of sodium hydrogencarbonate was added to the resultant concentrated residue to conduct extraction with chloroform.... Starting materials: ClC1=NC(=C2C(=N1)N(N=C2)C)NC2=CC(=CC=C2)OC (6-Chloro-N-(3-methoxyphenyl)-1-methyl-1H-pyrazolo[3,4-d]pyrimidin-4-amine), N1C=CC2=CC(=CN=C12)B1OC(C)(C)C(C)(C)O1 (7-azaindole-5-boronic acid pinacol ester). Product: COC=1C=C(C=CC1)NC1=C2C(=NC(=N1)C=1C=C3C(=NC1)NC=C3)N(N=C2)C (N-(3-methoxyphenyl)-1-methyl-6-(1H-pyrrolo[2,3-b]pyridin-5-yl)-1H-pyrazolo[3,4-d]pyrimidin-4-amine). Reaction SMILES: Cl[C:2]1[N:7]=[C:6]2[N:8]([CH3:11])[N:9]=[CH:10][C:5]2=[C:4]([NH:12][C:13]2[CH:18]=[CH:17][CH:16]=[C:15]([O:19][CH3:20])[CH:14]=2)[N:3]=1.[NH:21]1[C:29]2[C:24](=[CH:25][C:26](B3OC(C)(C)C(C)(C)O3)=[CH:27][N:28]=2)[CH:23]=[CH:22]1>>[CH3:20][O:19][C:15]1[CH:14]=[C:13]([NH:12][C:4]2[N:3]=[C:2]([C:26]3[CH:25]=[C:24]4[CH:23]=[CH:22][NH:21][C:29]4=[N:28][CH:27]=3)[N:7]=[C:6]3[N:8]([CH3:11])[N:9]=[CH:10][C:5]=23)[CH:18]=[CH:17][CH:16]=1. Reported procedure: 6-Chloro-N-(3-methoxyphenyl)-1-methyl-1H-pyrazolo[3,4-d]pyrimidin-4-amine 6 was reacted with 7-azaindole-5-boronic acid pinacol ester using General Procedure A. Purification on silica yielded 121. NMR: (CDCl3): 3.91 (s, 3H, CH3), 4.15 (s, 3H, CH3), 6.66 (m, H, ArH), 6.89 (m, H, ArH), 7.17 (m, H, ArH), 7.24 (s, H, ArH), 7.38-7.42 (m, 3H, 3×ArH), 7.51 (s, H, ArH), 9.04 (sbr, H, NH), 9.13 (m, H, ArH), 9.56 (m, H, ArH). MS: (ESI+) MH+=372.25 Yields the product O=C\1NC2=CC=CC=C2/C1=C/NC1=CC=C(C=C1)S(=O)(=O)NC1=NC=CC=C1 (4-{[(Z)-(2-oxo-1,2-dihydro-3H-indol-3-ylidene) methyl]amino}-N-(2-pyridinyl)benzenesulfonamide). The reactants are OC=C1C(NC2=CC=CC=C12)=O (3-(hydroxymethylene)-1,3-dihydro-2H-indol-2-one), C=1C=CN=C(C1)NS(=O)(=O)C=2C=CC(=CC2)N (sulfapyridine). RXN SMILES: O[CH:2]=[C:3]1[C:11]2[C:6](=[CH:7][CH:8]=[CH:9][CH:10]=2)[NH:5][C:4]1=[O:12].[CH:13]1[CH:14]=[CH:15][N:16]=[C:17]([NH:19][S:20]([C:23]2[CH:24]=[CH:25][C:26]([NH2:29])=[CH:27][CH:28]=2)(=[O:22])=[O:21])[CH:18]=1>>[O:12]=[C:4]1[NH:5][C:6]2[C:11](/[C:3]/1=[CH:2]/[NH:29][C:26]1[CH:25]=[CH:24][C:23]([S:20]([NH:19][C:17]3[CH:18]=[CH:13][CH:14]=[CH:15][N:16]=3)(=[O:22])=[O:21])=[CH:28][CH:27]=1)=[CH:10][CH:9]=[CH:8][CH:7]=2. Procedure: The title compound was prepared analogous to Example 5 from 3-(hydroxymethylene)-1,3-dihydro-2H-indol-2-one and sulfapyridine. Electrospray MS 393 (MH+). The reactants are COC(=O)C1=C(O)c2sc3ccccc3c2S(=O)(=O)N1C, Cc1ccccc1C, Nc1nccs1. The product is CN1C(C(=O)Nc2nccs2)=C(O)c2sc3ccccc3c2S1(=O)=O. As a reaction SMILES: [OH:1][C:2]1=[C:3]([C:18](=[O:19])[O:20][CH3:21])[N:4]([CH3:17])[S:5](=[O:15])(=[O:16])[c:6]2[c:7]1[s:8][c:9]1[c:10]2[cH:11][cH:12][cH:13][cH:14]1.[c:28]1([CH3:29])[c:30]([CH3:31])[cH:32][cH:33][cH:34][cH:35]1.[s:22]1[c:23]([NH2:27])[n:24][cH:25][cH:26]1>>[OH:1][C:2]1=[C:3]([C:18](=[O:19])[NH:27][c:23]2[s:22][cH:26][cH:25][n:24]2)[N:4]([CH3:17])[S:5](=[O:15])(=[O:16])[c:6]2[c:7]1[s:8][c:9]1[c:10]2[cH:11][cH:12][cH:13][cH:14]1. Starting materials: C(C)OC(=O)C=1N(C=C(C1)C=CCC1=C(C=CC(=C1)OC)OCCO)C (2-ethoxycarbonyl-1-methyl-4-[2-(3-oxapropyloxy)-5-methoxyphenyl]propenylpyrrole). The solvent is FC(C(=O)O)(F)F (trifluoroacetic acid). Conditions: time 1 hour. The product is C(C)OC(=O)C=1N(C=C(C1)C=CCC1=C(C=CC(=C1)OC)O)C (2-ethoxycarbonyl-1-methyl-4-(2-hydroxy-5-methoxyphenyl)propenylpyrrole). The yield is 77.3%. Reaction SMILES: [CH2:1]([O:3][C:4]([C:6]1[N:7]([CH3:26])[CH:8]=[C:9]([CH:11]=[CH:12][CH2:13][C:14]2[CH:19]=[C:18]([O:20][CH3:21])[CH:17]=[CH:16][C:15]=2[O:22]CCO)[CH:10]=1)=[O:5])[CH3:2]>FC(F)(F)C(O)=O>[CH2:1]([O:3][C:4]([C:6]1[N:7]([CH3:26])[CH:8]=[C:9]([CH:11]=[CH:12][CH2:13][C:14]2[CH:19]=[C:18]([O:20][CH3:21])[CH:17]=[CH:16][C:15]=2[OH:22])[CH:10]=1)=[O:5])[CH3:2]. Procedure: A solution of 1.00 g (2.79 mmol) of 2-ethoxycarbonyl-1-methyl-4-[2-(3-oxapropyloxy)-5-methoxyphenyl]propenylpyrrole in 5 ml of 1:1 aqueous trifluoroacetic acid was stirred at 0° for 1 hour, then at room temperature for 1 hour. The solution was partitioned between ether and water and the ether layer was washed with 3 portions of water. The ether extract was dried (Na2SO4), concentrated, and chromatographed on silica using 20% ethylacetatehexane to afford 0.68 g (77%) 2-ethoxycarbonyl-1-methyl-4-(... The reactants are CC(=O)OCC(=O)Nc1c(C(C)=O)c(=O)n(C)c2nc(-c3ccc(Cl)cc3Cl)c(-c3ccc(Cl)cc3)cc12, O=C([O-])[O-], CO, CCOC(C)=O, ClCCl, [Cs+], [Cs+]. Product: CC(=O)c1c(NC(=O)CO)c2cc(-c3ccc(Cl)cc3)c(-c3ccc(Cl)cc3Cl)nc2n(C)c1=O. As a reaction SMILES: [C:1](=[O:2])([CH3:3])[O:4][CH2:5][C:6](=[O:7])[NH:8][c:9]1[c:10]([C:36]([CH3:37])=[O:38])[c:11](=[O:35])[n:12]([CH3:34])[c:13]2[n:14][c:15](-[c:26]3[c:27]([Cl:33])[cH:28][c:29]([Cl:32])[cH:30][cH:31]3)[c:16](-[c:19]3[cH:20][cH:21][c:22]([Cl:25])[cH:23][cH:24]3)[cH:17][c:18]12.[C:39](=[O:40])([O-:41])[O-:42].[CH3:48][OH:49].[CH3:50][CH2:51][O:52][C:53]([CH3:54])=[O:55].[Cl:45][CH2:46][Cl:47].[Cs+:43].[Cs+:44]>>[OH:4][CH2:5][C:6](=[O:7])[NH:8][c:9]1[c:10]([C:36]([CH3:37])=[O:38])[c:11](=[O:35])[n:12]([CH3:34])[c:13]2[n:14][c:15](-[c:26]3[c:27]([Cl:33])[cH:28][c:29]([Cl:32])[cH:30][cH:31]3)[c:16](-[c:19]3[cH:20][cH:21][c:22]([Cl:25])[cH:23][cH:24]3)[cH:17][c:18]12. Starting materials: BrC=1C=C(C=C(C1)C=O)B(O)O (3-bromo-5-formyl-phenylboronic acid), ClC1=C(C(=O)OC)C=CC=N1 (methyl 2-chloro-nicotinate), tetrakis-(triphenyl phosphine)palladium, C(C)O (ethanol), C([O-])(O)=O.[Na+] (sodium bicarbonate). The solvent is C1(=CC=CC=C1)C (toluene), C(C)(=O)OCC (ethyl acetate). Yields the product BrC=1C=C(C=C(C1)C=O)C1=C(C(=O)OC)C=CC=N1 (Methyl 2-[3'-bromo-5'-formylphenyl]nicotinate). Reaction SMILES: [Br:1][C:2]1[CH:3]=[C:4](B(O)O)[CH:5]=[C:6]([CH:8]=[O:9])[CH:7]=1.Cl[C:14]1[N:23]=[CH:22][CH:21]=[CH:20][C:15]=1[C:16]([O:18][CH3:19])=[O:17].C(O)C.C(=O)(O)[O-].[Na+]>C(OCC)(=O)C.C1(C)C=CC=CC=1>[Br:1][C:2]1[CH:3]=[C:4]([C:14]2[N:23]=[CH:22][CH:21]=[CH:20][C:15]=2[C:16]([O:18][CH3:19])=[O:17])[CH:5]=[C:6]([CH:8]=[O:9])[CH:7]=1 |f:3.4|. Procedure details: A mixture of 1.14 g (5 mmoles) of 3-bromo-5-formyl-phenylboronic acid, 1.715 g (10 mmoles) of methyl 2-chloro-nicotinate, 100 mg of tetrakis-(triphenyl phosphine)palladium, 2.5 mL of ethanol, 10 mL of 2M sodium bicarbonate solution, and 10 mL of toluene was heated 20 hrs at 80° under nitrogen. After diluting with ethyl acetate, the reaction mixture was washed with saturated NaCl solution. The organic phase was dried over anhydrous MgSO4. Solvent removal gave a crude product which was purified on...